describe an organic reaction: reactants, conditions, products, and yield From a dataset of the Open Reaction Database (ORD), a public repository of structured organic reaction records. Reactants: OC1=C(C2=CC=CC=C2C=C1)C=O (2-hydroxy-1-naphthaldehyde), C(C)O (ethanol), NC1=CC=C(C=C1)C (p-toluidine). Run at temperature 70 celsius. The product is OC1=C(N=CC2=CC=CC3=CC=CC=C23)C=CC(=C1)C (2-hydroxy-1-naphthylmethylidene-4-methylaniline). As a reaction SMILES: O[C:2]1[CH:11]=[CH:10][C:9]2[C:4](=[CH:5][CH:6]=[CH:7][CH:8]=2)[C:3]=1[CH:12]=O.[NH2:14][C:15]1[CH:20]=[CH:19][C:18]([CH3:21])=[CH:17][CH:16]=1.C([OH:24])C>>[OH:24][C:16]1[CH:17]=[C:18]([CH3:21])[CH:19]=[CH:20][C:15]=1[N:14]=[CH:12][C:3]1[C:4]2[C:9](=[CH:8][CH:7]=[CH:6][CH:5]=2)[CH:10]=[CH:11][CH:2]=1. Procedure: 3.44 g (20.0 mmol) of 2-hydroxy-1-naphthaldehyde was dissolved in 50 ml ethanol under heating, and 2.14 g (20.0 mmol) of p-toluidine was added. After stirring under reflux at 70° C. for 1 hour, completion of the reaction was confirmed by TLC. Upon concentration of the solution with an evaporator to about 40 ml, a crystal was formed, which was filtered by Kiriyama funnel. Drying under reduced pressure at 25° C. for 24 hours gave 2-hydroxy-1-naphthylmethylidene-4-methylaniline (hereinafter, also r... Starting materials: OC1=CC=C(C(=O)OC)C=C1 (methyl 4-hydroxybenzoate), ClCC(C)=O (chloroacetone), [I-].[K+] (potassium iodide). Run in CC(=O)C (acetone). Product: C(=O)(OC)C1=CC=C(OCC(C)=O)C=C1 (1-(4-Carbomethoxyphenoxy)propan-2-one). The yield is 188.2%. As a reaction SMILES: [OH:1][C:2]1[CH:11]=[CH:10][C:5]([C:6]([O:8][CH3:9])=[O:7])=[CH:4][CH:3]=1.Cl[CH2:13][C:14](=[O:16])[CH3:15].[I-].[K+]>CC(C)=O>[C:6]([C:5]1[CH:4]=[CH:3][C:2]([O:1][CH2:13][C:14](=[O:16])[CH3:15])=[CH:11][CH:10]=1)([O:8][CH3:9])=[O:7] |f:2.3|. Reported procedure: A mixture of methyl 4-hydroxybenzoate (30.4 g), chloroacetone (8.5 g) potassium carbonate (54 g) and potassium iodide (33.3 g) was refluxed in acetone for 4 hours. The reaction mixture was cooled, the solids filtered and the solvent evaporated. The residue was partitioned between water and ether, the layers separated and the organic layer dried (MgSO4). Removal of the solvent gave the title compound (36 g). τ (CDCl3) 7.75 (3H, s), 6.11 (3H, s), 5.39 (2H, s), 3.09 (2H, d, J=9 Hz), 2.0 (2H, d, J=9... Starting materials: O=C(O)c1c2n(c3cc(Cl)c(F)cc3c1=O)CCS2, COCC(O)CN1CCNCC1, c1ccncc1. Product: COCC(O)CN1CCN(c2cc3c(cc2F)c(=O)c(C(=O)O)c2n3CCS2)CC1. As a reaction SMILES: [Cl:1][c:2]1[c:3]([F:19])[cH:4][c:5]2[c:6](=[O:18])[c:7]([C:15](=[O:16])[OH:17])[c:8]3[n:9]([c:10]2[cH:11]1)[CH2:12][CH2:13][S:14]3.[OH:20][CH:21]([CH2:22][N:23]1[CH2:24][CH2:25][NH:26][CH2:27][CH2:28]1)[CH2:29][O:30][CH3:31].[cH:32]1[cH:33][cH:34][n:35][cH:36][cH:37]1>>[c:2]1([N:26]2[CH2:25][CH2:24][N:23]([CH2:22][CH:21]([OH:20])[CH2:29][O:30][CH3:31])[CH2:28][CH2:27]2)[c:3]([F:19])[cH:4][c:5]2[c:6](=[O:18])[c:7]([C:15](=[O:16])[OH:17])[c:8]3[n:9]([c:10]2[cH:11]1)[CH2:12][CH2:13][S:14]3. The reactants are O=[O+][O-] (O3), CN(C=CC1=CC(=NC=C1)C)C (Dimethyl-[2-(2-methyl-pyridin-4-yl)-vinyl]-amine), C(C)(=O)O (acetic acid), OO (H2O2). Conditions: temperature 17.5 celsius, time 30 minute. The product is CC=1C=C(C(=O)O)C=CN1 (2-methyl-isonicotinic acid). Reaction SMILES: CN(C)C=CC1[CH:10]=[CH:9][N:8]=[C:7]([CH3:11])[CH:6]=1.O=[O+][O-].OO.[C:18]([OH:21])(=[O:20])[CH3:19]>>[CH3:11][C:7]1[CH:6]=[C:19]([CH:10]=[CH:9][N:8]=1)[C:18]([OH:21])=[O:20]. Procedure details: 1.63 g Dimethyl-[2-(2-methyl-pyridin-4-yl)-vinyl]-amine (10 mmol) were dissolved in 19 ml acetic acid containing 1 ml H2O. To the red solution maintained and stirred at ca. 15-20° C. was passed O3 (˜85 mmol/hour) for 1 hour. The reaction was mildly exothermic, changing in appearance from an orange (10 min) to a yellow solution (15 min) then from a yellow (20 min) to a white suspension (30 min). Excess ozone was purged with argon until a peroxide test was essentially negative. 1.02 ml 30% aqueous... The reactants are O=CC(=O)O, COc1ccc(C=CC(C)=O)c(OC)c1, CC(=O)O, O, O. The product is COc1ccc(C=CC(=O)C=CC(=O)O)c(OC)c1. RXN SMILES: [C:17]([CH:18]=[O:19])(=[O:20])[OH:21].[CH3:1][O:2][c:3]1[c:4]([CH:11]=[CH:12][C:13]([CH3:14])=[O:15])[cH:5][cH:6][c:7]([O:9][CH3:10])[cH:8]1.[CH3:22][C:23](=[O:24])[OH:25].[OH2:16].[OH2:26]>>[CH3:1][O:2][c:3]1[c:4]([CH:11]=[CH:12][C:13]([CH:14]=[CH:18][C:17](=[O:20])[OH:21])=[O:15])[cH:5][cH:6][c:7]([O:9][CH3:10])[cH:8]1. Starting materials: N1(CCOCC1)CC1=CC=C(C=C1)NC1CCOCC1 (N-[4-(4-morpholinylmethyl)phenyl]tetrahydro-2H-pyran-4-amine), C(C)OC=C(C(=O)OCC)C(=O)OCC (diethyl ethoxymethylenemalonate). Solvent: N1=CC=CC=C1 (pyridine). Reaction conditions: temperature 140 celsius. Yields the product N1(CCOCC1)CC1=CC=C(N(C2CCOCC2)C=C(C(=O)OCC)C(=O)OCC)C=C1 (diethyl 2-{[4-(4-morpholinylmethyl)(tetrahydro-2H-pyran-4-yl)anilino]methylene}malonate). Reaction SMILES: [N:1]1([CH2:7][C:8]2[CH:13]=[CH:12][C:11]([NH:14][CH:15]3[CH2:20][CH2:19][O:18][CH2:17][CH2:16]3)=[CH:10][CH:9]=2)[CH2:6][CH2:5][O:4][CH2:3][CH2:2]1.C(O[CH:24]=[C:25]([C:31]([O:33][CH2:34][CH3:35])=[O:32])[C:26]([O:28][CH2:29][CH3:30])=[O:27])C>N1C=CC=CC=1>[N:1]1([CH2:7][C:8]2[CH:9]=[CH:10][C:11]([N:14]([CH:24]=[C:25]([C:26]([O:28][CH2:29][CH3:30])=[O:27])[C:31]([O:33][CH2:34][CH3:35])=[O:32])[CH:15]3[CH2:20][CH2:19][O:18][CH2:17][CH2:16]3)=[CH:12][CH:13]=2)[CH2:6][CH2:5][O:4][CH2:3][CH2:2]1. Procedure details: A flask containing N-[4-(4-morpholinylmethyl)phenyl]tetrahydro-2H-pyran-4-amine (0.34 g) is treated with diethyl ethoxymethylenemalonate (0.30 mL) and pyridine (0.20 mL). The flask is tightly capped and heated to 140° C. for 2 hours. The reaction is cooled to room temperature and azeotroped under reduced pressure with toluene (3×). The residue is dissolved in dichloromethane and washed with water, brine, dried and concentrated under reduced pressure. The residue is chromatographed on silica elut... The reactants are C[Si](N[Si](C)(C)C)(C)C (hexamethyldisilazane), N1C=NC=C1 (imidazole), C[Si](N[Si](C)(C)C)(C)C (hexamethyldisilazane). The reagents and catalysts are S1(=O)(=O)NC(=O)C2=CC=CC=C12 (saccharin). Run at temperature 100 celsius, time 30 minute. Yields the product C[Si](N1C=NC=C1)(C)C (N-trimethylsilylimidazole). Isolated yield 105.8%. Reaction SMILES: [CH3:1][Si:2]([CH3:9])([CH3:8])[NH:3][Si](C)(C)C.[NH:10]1[CH:14]=[CH:13]N=[CH:11]1>S1(C2C(=CC=CC=2)C(=O)N1)(=O)=O>[CH3:1][Si:2]([CH3:9])([CH3:8])[N:3]1[CH:13]=[CH:14][N:10]=[CH:11]1. Procedure details: 31.5 ml (0.15 mole) of hexamethyldisilazane were added dropwise over the course of 45 minutes to 13.62 g (0.2 mole) of imidazole and 28 mg (0.15 mmoles) of saccharin heated to 100° C. and during this addition, the bath temperature was raised from 100° to 140° C. After addition of the hexamethyldisilazane, the mixture was stirred for 30 minutes at a bath temperature of 140° C. Excess hexamethyldisilazane was evaporated under reduced pressure and the residue was vacuum distilled to obtain 22,25 g ...